Task: describe an organic reaction: reactants, conditions, products, and yield. Dataset: the Open Reaction Database (ORD), a public repository of structured organic reaction records Reactants: CN1CCCC1=O, O=C(O)Cc1cc(F)cc(C(F)(F)F)c1, [H-], [Na+], OCc1ccccc1. Yields the product O=C(O)Cc1cc(OCc2ccccc2)cc(C(F)(F)F)c1. As a reaction SMILES: [CH3:26][N:27]1[CH2:28][CH2:29][CH2:30][C:31]1=[O:32].[F:1][c:2]1[cH:3][c:4]([CH2:12][C:13](=[O:14])[OH:15])[cH:5][c:6]([C:8]([F:9])([F:10])[F:11])[cH:7]1.[H-:24].[Na+:25].[OH:16][CH2:17][c:18]1[cH:19][cH:20][cH:21][cH:22][cH:23]1>>[c:2]1([O:16][CH2:17][c:18]2[cH:19][cH:20][cH:21][cH:22][cH:23]2)[cH:3][c:4]([CH2:12][C:13](=[O:14])[OH:15])[cH:5][c:6]([C:8]([F:9])([F:10])[F:11])[cH:7]1. Reactants: 26.7, C(C1=CC=CC=C1)[C@H](C(=O)N(C)OC)NC(OC(C)(C)C)=O (tert-butyl (1R)-1-benzyl-2-[methoxy(methyl)amino]-2-oxoethylcarbamate), O1CCCC1 (tetrahydrofuran). Run at temperature 0 celsius, time 18 hour. The product is C(C1=CC=CC=C1)[C@H](C(C)=O)NC(OC(C)(C)C)=O (tert-butyl (1R)-1-benzyl-2-oxopropylcarbamate). RXN SMILES: [CH2:1]([C@@H:8]([NH:15][C:16](=[O:22])[O:17][C:18]([CH3:21])([CH3:20])[CH3:19])[C:9](N(OC)C)=[O:10])[C:2]1[CH:7]=[CH:6][CH:5]=[CH:4][CH:3]=1.O1CCC[CH2:24]1>>[CH2:1]([C@@H:8]([NH:15][C:16](=[O:22])[O:17][C:18]([CH3:19])([CH3:20])[CH3:21])[C:9](=[O:10])[CH3:24])[C:2]1[CH:3]=[CH:4][CH:5]=[CH:6][CH:7]=1. Reported procedure: A mixture of 26.7 9 of tert-butyl (1R)-1-benzyl-2-[methoxy(methyl)amino]-2-oxoethylcarbamate in 534 cm3 of tetrahydrofuran dried over 4 Å sieves is cooled, under an inert atmosphere, to a temperature in the region of 0° C. 87 cm3 of a 3 M solution of methylmagnesium bromide in diethyl ether are then added over 45 minutes and the resulting mixture is then stirred for 1 hour at 0° C. and for 18 hours at room temperature. The reaction medium is re-cooled to a temperature in the region of 0° C., 55 ... Starting materials: [N+](=O)([O-])C1=C2C=3C(=NN(C3C=C1)CCN(CC)CC)C1=C(O2)C=C(C=C1)O (5-nitro-2-[2-(diethylamino)-ethyl]-2H-[1]benzopyrano[4,3,2-cd]indazol-8-ol). Reagents/catalysts: [OH-].[OH-].[Pd+2] (palladium hydroxide on carbon). The solvent is CN(C)C=O (DMF). Product: NC1=C2C=3C(=NN(C3C=C1)CCN(CC)CC)C1=C(O2)C=C(C=C1)O (5-amino-2-[2-(diethylamino)-ethyl]-2H-[1]benzopyrano[4,3,2-cd]indazol-8-ol). Reaction SMILES: [N+:1]([C:4]1[CH:12]=[CH:11][C:10]2[N:9]([CH2:13][CH2:14][N:15]([CH2:18][CH3:19])[CH2:16][CH3:17])[N:8]=[C:7]3[C:20]4[CH:26]=[CH:25][C:24]([OH:27])=[CH:23][C:21]=4[O:22][C:5]=1[C:6]=23)([O-])=O>CN(C=O)C.[OH-].[OH-].[Pd+2]>[NH2:1][C:4]1[CH:12]=[CH:11][C:10]2[N:9]([CH2:13][CH2:14][N:15]([CH2:18][CH3:19])[CH2:16][CH3:17])[N:8]=[C:7]3[C:20]4[CH:26]=[CH:25][C:24]([OH:27])=[CH:23][C:21]=4[O:22][C:5]=1[C:6]=23 |f:2.3.4|. Procedure: A solution of 5.0 g of 5-nitro-2-[2-(diethylamino)-ethyl]-2H-[1]benzopyrano[4,3,2-cd]indazol-8-ol in 200 ml of DMF with 0.2 g of 20% palladium hydroxide on carbon was stirred under a hydrogen atmosphere for 24 hours. The mixture was filtered and the filtrate was evaporated in vacuo to leave the product 5-amino-2-[2-(diethylamino)-ethyl]-2H-[1]benzopyrano[4,3,2-cd]indazol-8-ol as an oily solid. Reactants: C([O-])([O-])=O.[K+].[K+] (potassium carbonate), C=1(O)C(O)=CC=CC1 (pyrocatechol), BrCCCCC (1-bromopentane). Run in C(C(C)C)C(=O)C (methyl isobutyl ketone). The product is OC1=C(C=CC=C1)OCCCCC (1-hydroxy-2-pentoxybenzene). The yield is 56.5%. RXN SMILES: C(=O)([O-])[O-].[K+].[K+].[C:7]1([C:9](=[CH:11][CH:12]=[CH:13][CH:14]=1)[OH:10])[OH:8].Br[CH2:16][CH2:17][CH2:18][CH2:19][CH3:20]>C(C(C)=O)C(C)C>[OH:8][C:7]1[CH:14]=[CH:13][CH:12]=[CH:11][C:9]=1[O:10][CH2:16][CH2:17][CH2:18][CH2:19][CH3:20] |f:0.1.2|. Procedure details: 95.1 g (0.69 mol) of potassium carbonate and 321.2 g of methyl isobutyl ketone were added to 137.64 g (1.25 mol) of pyrocatechol and 188.63 g (1.25 mol) of 1-bromopentane, and the mixture was then refluxed for 23 hours. The mixture was cooled, after which the potassium carbonate was filtered off and the methyl isobutyl ketone was distilled off under reduced pressure. The oily residue was then subjected to fractional distillation over a short column under reduced pressure from an oil pump. 127.3 ... Starting materials: CCOC(=O)CC(=O)OCC, Cc1ccc(S(=O)(=O)C2CN(C(c3ccccc3)c3ccccc3)C2)cc1, [H-], [Na+], CN(C)C=O. The product is CCOC(=O)C(C(=O)OCC)C1CN(C(c2ccccc2)c2ccccc2)C1. RXN SMILES: [C:3]([CH2:4][C:5](=[O:6])[O:7][CH2:8][CH3:9])(=[O:10])[O:11][CH2:12][CH3:13].[CH:14]([c:15]1[cH:16][cH:17][cH:18][cH:19][cH:20]1)([c:21]1[cH:22][cH:23][cH:24][cH:25][cH:26]1)[N:27]1[CH2:28][CH:29]([S:31]([c:32]2[cH:33][cH:34][c:35]([CH3:36])[cH:37][cH:38]2)(=[O:39])=[O:40])[CH2:30]1.[H-:1].[Na+:2].[O:41]=[CH:42][N:43]([CH3:44])[CH3:45]>>[C:3]([CH:4]([C:5](=[O:6])[O:7][CH2:8][CH3:9])[CH:29]1[CH2:28][N:27]([CH:14]([c:15]2[cH:16][cH:17][cH:18][cH:19][cH:20]2)[c:21]2[cH:22][cH:23][cH:24][cH:25][cH:26]2)[CH2:30]1)(=[O:10])[O:11][CH2:12][CH3:13].